Dataset: the Open Reaction Database (ORD), a public repository of structured organic reaction records. Task: describe an organic reaction: reactants, conditions, products, and yield Reactants: Cl.NCC1=C(C=CC(=C1)C(C)(C)C)O (2-aminomethyl-4-(1,1-dimethylethyl)phenol hydrochloride), ICl (iodine monochloride). The solvent is O (water), Cl (hydrochloric acid). Run at temperature 20 celsius, time 3 hour. Product: Cl.NCC1=C(C(=CC(=C1)C(C)(C)C)I)O (2-aminomethyl-4-(1,1-dimethylethyl)-6-iodophenol hydrochloride). Yield: 81.1%. Reaction SMILES: [ClH:1].[NH2:2][CH2:3][C:4]1[CH:9]=[C:8]([C:10]([CH3:13])([CH3:12])[CH3:11])[CH:7]=[CH:6][C:5]=1[OH:14].[I:15]Cl>O.Cl>[ClH:1].[NH2:2][CH2:3][C:4]1[CH:9]=[C:8]([C:10]([CH3:11])([CH3:13])[CH3:12])[CH:7]=[C:6]([I:15])[C:5]=1[OH:14] |f:0.1,5.6|. Reported procedure: To a solution of 2-aminomethyl-4-(1,1-dimethylethyl)phenol hydrochloride (215 g., 1.0 mole) in water (1.6 l.) is added a solution of iodine monochloride (165 g., 1.0 mole) in 3N hydrochloric acid (800 ml.). The resulting reaction mixture is stirred at 20° C. for 3 hours and then cooled to -20° C. whereupon solid is deposited. The deposited solid is collected and crystallized from ethanol 12N-hydrochloric acid (1:1) to give the desired 2-aminomethyl-4-(1,1-dimethylethyl)-6-iodophenol hydrochlorid... Starting materials: CC1(OC2=CC=C(C=C2C(C1O)OC1=CC(=NC=C1)O)N)C (2,2-dimethyl-4-(2-hydroxy-4-pyridyloxy)-6-amino-3-chromanol), C(=O)O (HCOOH). The solvent is N1=CC=CC=C1 (pyridine). Yields the product CC1(OC2=CC=C(C=C2C(C1O)OC1=CC(=NC=C1)O)NC=O)C (2,2-dimethyl-4 - (2-hydroxy-4-pyridyloxy)-6-formamido-3-chromanol). As a reaction SMILES: [CH3:1][C:2]1([CH3:22])[CH:11]([OH:12])[CH:10]([O:13][C:14]2[CH:19]=[CH:18][N:17]=[C:16]([OH:20])[CH:15]=2)[C:9]2[C:4](=[CH:5][CH:6]=[C:7]([NH2:21])[CH:8]=2)[O:3]1.[CH:23](O)=[O:24]>N1C=CC=CC=1>[CH3:1][C:2]1([CH3:22])[CH:11]([OH:12])[CH:10]([O:13][C:14]2[CH:19]=[CH:18][N:17]=[C:16]([OH:20])[CH:15]=2)[C:9]2[C:4](=[CH:5][CH:6]=[C:7]([NH:21][CH:23]=[O:24])[CH:8]=2)[O:3]1. Procedure details: A solution of 1 g of 2,2-dimethyl-4-(2-hydroxy-4-pyridyloxy)-6-amino-3-chromanol in 15 ml of HCOOH and 1 ml of pyridine is boiled for 19 hours and evaporated. After customary working up, 2,2-dimethyl-4 - (2-hydroxy-4-pyridyloxy)-6-formamido-3-chromanol is obtained. The reactants are aqueous solution, C([O-])([O-])=O.[K+].[K+] (potassium carbonate), O1COC2=C1C=CC(=C2)C2(CC2)C(=O)NC=2C=NC(=C(C2)Br)C (1-(Benzo[d][1,3]dioxol-5-yl)-N-(5-bromo-6-methylpyridin-3-yl)cyclopropanecarboxamide). The solvent is CN(C=O)C (N,N-dimethylformamide). Reaction conditions: temperature 80 celsius. The product is O1COC2=C1C=CC(=C2)C2(CC2)C(=O)NC=2C=NC(=C(C2)C2=CC=CC=C2)C (1-(benzo[d][1,3]dioxol-5-yl)-N-(6-methyl-5-phenylpyridin-3-yl)cyclopropanecarboxamide). Reaction SMILES: [O:1]1[C:5]2[CH:6]=[CH:7][C:8]([C:10]3([C:13]([NH:15][C:16]4[CH:17]=[N:18][C:19]([CH3:23])=[C:20](Br)[CH:21]=4)=[O:14])[CH2:12][CH2:11]3)=[CH:9][C:4]=2[O:3][CH2:2]1.C(=O)([O-])[O-].[K+].[K+]>CN(C)C=O>[O:1]1[C:5]2[CH:6]=[CH:7][C:8]([C:10]3([C:13]([NH:15][C:16]4[CH:17]=[N:18][C:19]([CH3:23])=[C:20]([C:4]5[CH:9]=[CH:8][CH:7]=[CH:6][CH:5]=5)[CH:21]=4)=[O:14])[CH2:12][CH2:11]3)=[CH:9][C:4]=2[O:3][CH2:2]1 |f:1.2.3|. Procedure: 1-(Benzo[d][1,3]dioxol-5-yl)-N-(5-bromo-6-methylpyridin-3-yl)cyclopropanecarboxamide (38 mg, 0.10 mmol) was dissolved in 1 mL of N,N-dimethylformamide (DMF) containing 0.2 mL of a 2M aqueous solution of potassium carbonate and 12 mg of Fibre-Cat 1007. The reaction mixture was then heated to 80° C. for 16 hours. The resulting material was cooled to room temperature, filtered, and purified by reverse-phase preparative liquid chromatography utilizing a gradient of 0-99% acetonitrile in water contai... The reactants are [OH-].[Na+] (sodium hydroxide), P(=O)(Cl)(Cl)Cl (phosphorus oxychloride), CN(C=O)C (dimethylformamide), C(C)N(CC)CC1=NN2C(S1)=NC(=C2)C2=CC=CC=C2 (2-diethylaminomethyl-6-phenyl-imidazo-[2,1-b]-1,3,4-thiadiazole). Solvent: O (water). Conditions: temperature 100 celsius. Product: C(C)N(CC)CC1=NN2C(S1)=NC(=C2C=O)C2=CC=CC=C2 (2-Diethylaminomethyl-6-phenyl-imidazo[2,1-b]-1,3,4-thiadiazol-5-carbaldehyde). Reaction SMILES: P(Cl)(Cl)(Cl)=O.CN(C)[CH:8]=[O:9].[CH2:11]([N:13]([CH2:16][C:17]1[S:21][C:20]2=[N:22][C:23]([C:25]3[CH:30]=[CH:29][CH:28]=[CH:27][CH:26]=3)=[CH:24][N:19]2[N:18]=1)[CH2:14][CH3:15])[CH3:12].[OH-].[Na+]>O>[CH2:11]([N:13]([CH2:16][C:17]1[S:21][C:20]2=[N:22][C:23]([C:25]3[CH:30]=[CH:29][CH:28]=[CH:27][CH:26]=3)=[C:24]([CH:8]=[O:9])[N:19]2[N:18]=1)[CH2:14][CH3:15])[CH3:12] |f:3.4|. Procedure: 2.3 ml (0.025 mol) of phosphorus oxychloride are added dropwise to 20 ml of dimethylformamide at 0°-5° C. 5.7 g (0.02 mol) of 2-diethylaminomethyl-6-phenyl-imidazo-[2,1-b]-1,3,4-thiadiazole are then added and the mixture is warmed at 100° C. for 2 hours. After cooling, 50 ml of water are added and the mixture is neutralised with 20% strength sodium hydroxide solution and extracted with ether. Starting materials: BrC1C(C2=CC=C(C(=C2C1)Cl)Cl)=O (2-bromo-4,5-dichloro-1-indanone), BrC1C(C2=CC=CC(=C2C1)F)=O (2-bromo-4-fluoro-1-indanone), ClC1=C2CCC(C2=CC=C1Cl)=O (4,5-dichloro-1-indanone). The reagents and catalysts are [Cu](Br)Br (copper bromide). Run in O1CCOCC1 (dioxane). The product is BrC1C(C2=C(C(=CC=C2C1)Cl)Cl)=O (2-bromo-6,7-dichloro-1-indanone). As a reaction SMILES: [Br:1][CH:2]1[CH2:10][C:9]2[C:4](=[CH:5][CH:6]=[C:7]([Cl:12])[C:8]=2[Cl:11])[C:3]1=O.BrC1CC2C(=CC=CC=2F)C1=[O:25].ClC1C(Cl)=CC=C2C=1CCC2=O>[Cu](Br)Br.O1CCOCC1>[Br:1][CH:2]1[CH2:3][C:4]2[C:9](=[C:8]([Cl:11])[C:7]([Cl:12])=[CH:6][CH:5]=2)[C:10]1=[O:25]. Procedure: The 2-bromo-4,5-dichloro-1-indanone can be prepared as in Example 14 for the preparation of 2-bromo-4-fluoro-1-indanone but starting with 12.67 g of 4,5-dichloro-1-indanone, 37.3 g of copper bromide and 400 ml of dioxane. 16.79 g of 2-bromo-6,7-dichloro-1-indanone are thus obtained which melt at 131° C.